This data is from the Open Reaction Database (ORD), a public repository of structured organic reaction records. The task is: describe an organic reaction: reactants, conditions, products, and yield Starting materials: C(N)(=O)NC=1N=C(C=2N=CN([C@H]3C[C@H](O)[C@@H](CO)O3)C2N1)OC(N(C1=CC=CC=C1)C1=CC=CC=C1)=O (2-N-carbamoyl-6-O-diphenylcarbamoyldeoxyguanosine), O.C([O-])(O)=O.[Na+] (sodium bicarbonate water), COC1=CC=C(C(C2=CC=C(C=C2)OC)(C2=CC=CC=C2)Cl)C=C1 (4,4′-dimethoxytrityl chloride). Run in N1=CC=CC=C1 (pyridine), N1=CC=CC=C1 (pyridine). Run at time 2 hour. Yields the product C(N)(=O)NC=1N=C(C=2N=CN([C@H]3C[C@H](O)[C@@H](COC(C4=CC=C(C=C4)OC)(C4=CC=C(C=C4)OC)C4=CC=CC=C4)O3)C2N1)OC(N(C1=CC=CC=C1)C1=CC=CC=C1)=O (2-N-carbamoyl-5′-O-(4,4′-dimethoxytrityl)-6-O-diphenylcarbamoyldeoxyguanosine). Isolated yield 76.4%. Reaction SMILES: [C:1]([NH:4][C:5]1[N:6]=[C:7]([O:22][C:23](=[O:37])[N:24]([C:31]2[CH:36]=[CH:35][CH:34]=[CH:33][CH:32]=2)[C:25]2[CH:30]=[CH:29][CH:28]=[CH:27][CH:26]=2)[C:8]2[N:9]=[CH:10][N:11]([C:20]=2[N:21]=1)[C@@H:12]1[O:19][C@H:16]([CH2:17][OH:18])[C@@H:14]([OH:15])[CH2:13]1)(=[O:3])[NH2:2].[CH3:38][O:39][C:40]1[CH:61]=[CH:60][C:43]([C:44](Cl)([C:53]2[CH:58]=[CH:57][CH:56]=[CH:55][CH:54]=2)[C:45]2[CH:50]=[CH:49][C:48]([O:51][CH3:52])=[CH:47][CH:46]=2)=[CH:42][CH:41]=1.O.C(=O)(O)[O-].[Na+]>N1C=CC=CC=1>[C:1]([NH:4][C:5]1[N:6]=[C:7]([O:22][C:23](=[O:37])[N:24]([C:31]2[CH:36]=[CH:35][CH:34]=[CH:33][CH:32]=2)[C:25]2[CH:30]=[CH:29][CH:28]=[CH:27][CH:26]=2)[C:8]2[N:9]=[CH:10][N:11]([C:20]=2[N:21]=1)[C@@H:12]1[O:19][C@H:16]([CH2:17][O:18][C:44]([C:53]2[CH:58]=[CH:57][CH:56]=[CH:55][CH:54]=2)([C:45]2[CH:50]=[CH:49][C:48]([O:51][CH3:52])=[CH:47][CH:46]=2)[C:43]2[CH:42]=[CH:41][C:40]([O:39][CH3:38])=[CH:61][CH:60]=2)[C@@H:14]([OH:15])[CH2:13]1)(=[O:3])[NH2:2] |f:2.3.4|. Procedure: The above-obtained 2-N-carbamoyl-6-O-diphenylcarbamoyldeoxyguanosine (1.19 g, 2.35 mmol) was azeotroped with anhydrous pyridine three times and dissolved in anhydrous pyridine (23 mL), and 4,4′-dimethoxytrityl chloride (917 mg, 2.70 mmol) was added thereto. The mixture was stirred at room temperature for 2 hours, and sodium bicarbonate water (8 mL) was added thereto to terminate the reaction. Then, the reaction solution was extracted with ethyl acetate (150 mL)/sodium bicarbonate water (120 mL) ... Reactants: COc1cc(N)cc(OC)c1, FC(F)(F)c1cc(Cl)nc(-c2cnccn2)n1. Product: COc1cc(Nc2cc(C(F)(F)F)nc(-c3cnccn3)n2)cc(OC)c1. Reaction SMILES: [CH3:18][O:19][c:20]1[cH:21][c:22]([NH2:23])[cH:24][c:25]([O:27][CH3:28])[cH:26]1.[Cl:1][c:2]1[n:3][c:4](-[c:12]2[n:13][cH:14][cH:15][n:16][cH:17]2)[n:5][c:6]([C:8]([F:9])([F:10])[F:11])[cH:7]1>>[c:2]1([NH:23][c:22]2[cH:21][c:20]([O:19][CH3:18])[cH:26][c:25]([O:27][CH3:28])[cH:24]2)[n:3][c:4](-[c:12]2[n:13][cH:14][cH:15][n:16][cH:17]2)[n:5][c:6]([C:8]([F:9])([F:10])[F:11])[cH:7]1. The reactants are C(C)(C)(C)OC(=O)N1C[C@H]2[C@@H](C1)CN(C2)C=2C=NC=C(C(=O)O)C2 (5-((3aR,6aS)-5-(tert-butoxycarbonyl)hexahydropyrrolo[3,4-c]pyrrol-2(1H)-yl)nicotinic Acid), C1(=CC=CC=C1)[C@H](C)N ((S)-1-phenylethanamine). Yields the product C1(=CC=CC=C1)[C@H](C)NC(=O)C=1C=C(C=NC1)N1C[C@@H]2[C@H](C1)CN(C2)C(=O)OC(C)(C)C ((3aR,6aS)-tert-butyl 5-(5-((S)-1-phenylethylcarbamoyl)pyridin-3-yl)hexahydropyrrolo[3,4-c]pyrrole-2(1H)-carboxylate). RXN SMILES: [C:1]([O:5][C:6]([N:8]1[CH2:12][C@H:11]2[CH2:13][N:14]([C:16]3[CH:17]=[N:18][CH:19]=[C:20]([CH:24]=3)[C:21]([OH:23])=O)[CH2:15][C@H:10]2[CH2:9]1)=[O:7])([CH3:4])([CH3:3])[CH3:2].[C:25]1([C@@H:31]([NH2:33])[CH3:32])[CH:30]=[CH:29][CH:28]=[CH:27][CH:26]=1>>[C:25]1([C@@H:31]([NH:33][C:21]([C:20]2[CH:24]=[C:16]([N:14]3[CH2:13][C@@H:11]4[CH2:12][N:8]([C:6]([O:5][C:1]([CH3:2])([CH3:3])[CH3:4])=[O:7])[CH2:9][C@@H:10]4[CH2:15]3)[CH:17]=[N:18][CH:19]=2)=[O:23])[CH3:32])[CH:30]=[CH:29][CH:28]=[CH:27][CH:26]=1. Procedure: The product from Example 33B and (S)-1-phenylethanamine were processed as described in Example 33C to provide the title compound. MS (APCI) m/z 437 (M+H)+. Reactants: FC1=CC=C(C(=O)CC(=O)OCC)C=C1 (ethyl (4-fluorobenzoyl)acetate), [H-].[Na+] (sodium hydride), paraffin, C(C)(C)C1=CC=C(CCl)C=C1 (4-isopropylbenzyl chloride), O (water). RXN SMILES: [F:1][C:2]1[CH:15]=[CH:14][C:5]([C:6]([CH2:8][C:9]([O:11][CH2:12][CH3:13])=[O:10])=[O:7])=[CH:4][CH:3]=1.[H-].[Na+].[CH:18]([C:21]1[CH:28]=[CH:27][C:24]([CH2:25]Cl)=[CH:23][CH:22]=1)([CH3:20])[CH3:19].O>COCCOC>[F:1][C:2]1[CH:3]=[CH:4][C:5]([C:6](=[O:7])[CH:8]([CH2:25][C:24]2[CH:27]=[CH:28][C:21]([CH:18]([CH3:20])[CH3:19])=[CH:22][CH:23]=2)[C:9]([O:11][CH2:12][CH3:13])=[O:10])=[CH:14][CH:15]=1 |f:1.2|. Product: FC1=CC=C(C=C1)C(C(C(=O)OCC)CC1=CC=C(C=C1)C(C)C)=O (ethyl 3-(4-fluorophenyl)-2-(4-isopropylbenzyl)-3-oxopropionate). Procedure: To a solution of ethyl (4-fluorobenzoyl)acetate (23.21 g, 110.4 mmol) in 1,2-dimethoxyethane (150 ml) was added a suspension (4.42 g, 110 mmol) of 60% sodium hydride in liquid paraffin under ice-cooling and the mixture was stirred as it was for 0.5 hr. A solution of 4-isopropylbenzyl chloride (18.6 g 110 mmol) in 1,2-dimethoxyethane (50 ml) was added at room temperature and the mixture was stirred at 70° C. overnight. The reaction solution was poured into water and extracted twice with ethyl ace... Conditions: time 0.5 hour. Solvent: COCCOC (1,2-dimethoxyethane), COCCOC (1,2-dimethoxyethane). The reactants are COC(/C(=N/O)/C1=C(C=CC=C1)OC1=CC=CC=C1)=O (E-α-hydroxyimino-2-phenoxyphenylacetic acid methyl ester), CO (methanol), aqueous solution, CN (methylamine), O (water), aqueous solution, CN (methylamine). The solvent is C1(=CC=CC=C1)C (toluene). Reaction conditions: time 15 hour. Product: O\N=C(\C(=O)NC)/C1=C(C=CC=C1)OC1=CC=CC=C1 (E-2-hydroxyimino-N-methyl-2-(2-phenoxyphenyl)acetamide). Isolated yield 61.0%. Reaction SMILES: C[O:2][C:3](=O)/[C:4](/[C:7]1[CH:12]=[CH:11][CH:10]=[CH:9][C:8]=1[O:13][C:14]1[CH:19]=[CH:18][CH:17]=[CH:16][CH:15]=1)=[N:5]/[OH:6].CO.[CH3:23][NH2:24].O>C1(C)C=CC=CC=1>[OH:6]/[N:5]=[C:4](\[C:7]1[CH:12]=[CH:11][CH:10]=[CH:9][C:8]=1[O:13][C:14]1[CH:19]=[CH:18][CH:17]=[CH:16][CH:15]=1)/[C:3]([NH:24][CH3:23])=[O:2]. Procedure: To crude E-α-hydroxyimino-2-phenoxyphenylacetic acid methyl ester (39.6 g, 0.0747 mole, purity: 51.2%) were added methanol (100 ml) and 40% aqueous solution of methylamine (15.45 g, 0.199 mole) and the mixture was stirred at room temperature for 15 hours. Then, 40% aqueous solution of methylamine (7.73 g, 0.0995 mole) was added to the mixture which was stirred in an oil bath at 70° C. for 6 hours. After completion of the reaction, water (200 ml) and toluene (100 ml) were added to the reaction mi... Reactants: [N+](=O)([O-])C1=CC=CC2=C1CC(C(C(N2)=O)C(=O)OC)C2=CC=C(C=C2)OC (6-Nitro-1,3,4,5-tetrahydro-3-(methoxycarbonyl)-4-(4-methoxyphenyl)-2H-1-benzazepin-2-one), C[Si]([N-][Si](C)(C)C)(C)C.[K+] (potassium hexamethyldisilazide), P(OCC)(OCC)OCC (triethyl phosphite). Run in O=O (oxygen), O1CCCC1 (tetrahydrofuran), O=O (oxygen). Yields the product [N+](=O)([O-])C1=CC=CC2=C1CC(C(CN2)(C(=O)OC)O)C2=CC=C(C=C2)OC (6-Nitro-1,3,4,5-tetrahydro-3-hydroxy-3-(methoxycarbonyl)-4-(4-methoxyphenyl)-2H-1-benzazepin). The yield is 166.9%. Reaction SMILES: [N+:1]([C:4]1[C:9]2[CH2:10][CH:11]([C:20]3[CH:25]=[CH:24][C:23]([O:26][CH3:27])=[CH:22][CH:21]=3)[CH:12]([C:16]([O:18][CH3:19])=[O:17])[C:13](=O)[NH:14][C:8]=2[CH:7]=[CH:6][CH:5]=1)([O-:3])=[O:2].C[Si](C)(C)[N-][Si](C)(C)C.[K+].P(OCC)(OCC)[O:39]CC>O1CCCC1.O=O>[N+:1]([C:4]1[C:9]2[CH2:10][CH:11]([C:20]3[CH:25]=[CH:24][C:23]([O:26][CH3:27])=[CH:22][CH:21]=3)[C:12]([OH:39])([C:16]([O:18][CH3:19])=[O:17])[CH2:13][NH:14][C:8]=2[CH:7]=[CH:6][CH:5]=1)([O-:3])=[O:2] |f:1.2|. Procedure: 6-Nitro-1,3,4,5-tetrahydro-3-(methoxycarbonyl)-4-(4-methoxyphenyl)-2H-1-benzazepin-2-one (5.05 0.014 mol) in 250 ml of tetrahydrofuran was treated with 10.9 g (0.055 mol) of potassium hexamethyldisilazide at -70° C., then with 9.6 ml (0.056 mol) of triethyl phosphite and oxygen gas at -70 to 0° C. as described in Example 1, Method II, part D. The solution became very dark on adding the base and did not lighten on passing in oxygen. Workup according to the reference procedure gave 8.7 g of a deep...